From a dataset of the Open Reaction Database (ORD), a public repository of structured organic reaction records. describe an organic reaction: reactants, conditions, products, and yield The reactants are COC(CC1=NN=C2N1C1=C(C(=NC2)C2=C(C=CC=C2)Cl)C=C(C=C1)Cl)=O (8-chloro-6-(o-chlorophenyl)-4H-s-triazolo[4,3-a][1,4]benzodiazepine-1-acetic acid methyl ester), CNC (dimethylamine). The solvent is CN(C=O)C (dimethylformamide). Product: CN(C(CC1=NN=C2N1C1=C(C(=NC2)C2=C(C=CC=C2)Cl)C=C(C=C1)Cl)=O)C (N,N-dimethyl-8-chloro-6-(o-chlorophenyl)-4H-s-triazolo[4,3-a][1,4]benzodiazepine-1-acetamide). As a reaction SMILES: C[O:2][C:3](=O)[CH2:4][C:5]1[N:9]2[C:10]3[CH:25]=[CH:24][C:23]([Cl:26])=[CH:22][C:11]=3[C:12]([C:15]3[CH:20]=[CH:19][CH:18]=[CH:17][C:16]=3[Cl:21])=[N:13][CH2:14][C:8]2=[N:7][N:6]=1.[CH3:28][NH:29][CH3:30]>CN(C)C=O>[CH3:28][N:29]([CH3:30])[C:3](=[O:2])[CH2:4][C:5]1[N:9]2[C:10]3[CH:25]=[CH:24][C:23]([Cl:26])=[CH:22][C:11]=3[C:12]([C:15]3[CH:20]=[CH:19][CH:18]=[CH:17][C:16]=3[Cl:21])=[N:13][CH2:14][C:8]2=[N:7][N:6]=1. Procedure: In the manner given in Preparation 3, 8-chloro-6-(o-chlorophenyl)-4H-s-triazolo[4,3-a][1,4]benzodiazepine-1-acetic acid methyl ester is reacted with dimethylamine in dimethylformamide to give N,N-dimethyl-8-chloro-6-(o-chlorophenyl)-4H-s-triazolo[4,3-a][1,4]benzodiazepine-1-acetamide. Reactants: NC1=NC(=NC(=N1)N)Cl (2,4-Diamino-6-chloro-s-triazine), [Na] (sodium), C(C1=CC=CC=C1)O (benzyl alcohol), 238, 240, λmax, C10H11N5O. Conditions: temperature 130 celsius. The product is NC1=NC(=NC(=N1)N)OCC1=CC=CC=C1 (2,4-Diamino-6-benzyloxy-s-triazine). RXN SMILES: [NH2:1][C:2]1[N:7]=[C:6]([NH2:8])[N:5]=[C:4](Cl)[N:3]=1.[Na].[CH2:11]([OH:18])[C:12]1[CH:17]=[CH:16][CH:15]=[CH:14][CH:13]=1>>[NH2:1][C:2]1[N:7]=[C:6]([NH2:8])[N:5]=[C:4]([O:18][CH2:11][C:12]2[CH:17]=[CH:16][CH:15]=[CH:14][CH:13]=2)[N:3]=1 |^1:9|. Reported procedure: 2,4-Diamino-6-chloro-s-triazine (2.25 g, 15.0 mmol) was added to a solution of sodium (0.43 g, 18.8 mmol) in benzyl alcohol (30 mL) under argon. The suspension was heated in a 130° C. oil bath for 3.5 h. The excess benzyl alcohol was removed under vacuum and the resulting solid was collected with the aid of benzene, and washed with water (100 mL): yield, 1.83 g (56%); mp 184°-185° C. (lit. 186°-188° C.; Wakabayashi et al., Nippon Dojo-Hiryogaku Zasshi, 41, 193-200 (1970)); UV (pH 1) λmax 233 nm ... Starting materials: COC(=O)C1=NN(C(=C1)OC(F)F)C (3-Methoxycarbonyl-5-difluoromethoxy-1-methylpyrazole), N (ammonia). Product: C(N)(=O)C1=NN(C(=C1)OC(F)F)C (3-Carbamoyl-5-difluoromethoxy-1-methylpyrazole). Reaction SMILES: C[O:2][C:3]([C:5]1[CH:9]=[C:8]([O:10][CH:11]([F:13])[F:12])[N:7]([CH3:14])[N:6]=1)=O.[NH3:15]>>[C:3]([C:5]1[CH:9]=[C:8]([O:10][CH:11]([F:13])[F:12])[N:7]([CH3:14])[N:6]=1)(=[O:2])[NH2:15]. Procedure details: 80.6 g (0.39 mol) 3-Methoxycarbonyl-5-difluoromethoxy-1-methylpyrazole and 300 ml aqueous ammonia (33%) was stirred for one hour under reflux. The reaction solution was cooled, the precipitate suction filtered off and washed with water and diisopropyl ether. The product is N1(N=NC2=C1C=CC=C2)C(C(C)(Cl)Cl)NC(C2=CC=C(C=C2)C(F)(F)F)=O (N-[1-(1H-1,2,3-benzotriazol-1-yl)-2,2-dichloropropyl]-4-(trifluoromethyl)benzamide). Procedure: A suspension of 4-(trifluoromethyl)benzamide, 2,2-dichloropropionaldehyde, benzotriazole, and p-toluenesulfonic acid was processed as described in Example 53A to provide the desired product. Reactants: FC(C1=CC=C(C(=O)N)C=C1)(F)F (4-(trifluoromethyl)benzamide), ClC(C=O)(C)Cl (2,2-dichloropropionaldehyde), N1N=NC2=C1C=CC=C2 (benzotriazole), C1(=CC=C(C=C1)S(=O)(=O)O)C (p-toluenesulfonic acid). RXN SMILES: [F:1][C:2]([F:13])([F:12])[C:3]1[CH:11]=[CH:10][C:6]([C:7]([NH2:9])=[O:8])=[CH:5][CH:4]=1.[Cl:14][C:15]([Cl:19])([CH3:18])[CH:16]=O.[NH:20]1[C:24]2[CH:25]=[CH:26][CH:27]=[CH:28][C:23]=2[N:22]=[N:21]1.C1(C)C=CC(S(O)(=O)=O)=CC=1>>[N:20]1([CH:16]([NH:9][C:7](=[O:8])[C:6]2[CH:10]=[CH:11][C:3]([C:2]([F:12])([F:13])[F:1])=[CH:4][CH:5]=2)[C:15]([Cl:19])([Cl:14])[CH3:18])[C:24]2[CH:25]=[CH:26][CH:27]=[CH:28][C:23]=2[N:22]=[N:21]1. The reactants are CCOC(=O)N1CC2C(CCN2Cc2ccccc2)C1C, CCO. Product: CCOC(=O)N1CC2NCCC2C1C. Reaction SMILES: [CH2:1]([c:2]1[cH:3][cH:4][cH:5][cH:6][cH:7]1)[N:8]1[CH:9]2[CH2:10][N:11]([C:17](=[O:18])[O:19][CH2:20][CH3:21])[CH:12]([CH3:16])[CH:13]2[CH2:14][CH2:15]1.[CH3:22][CH2:23][OH:24]>>[NH:8]1[CH:9]2[CH2:10][N:11]([C:17](=[O:18])[O:19][CH2:20][CH3:21])[CH:12]([CH3:16])[CH:13]2[CH2:14][CH2:15]1.